From a dataset of the Open Reaction Database (ORD), a public repository of structured organic reaction records. describe an organic reaction: reactants, conditions, products, and yield Starting materials: CN[C@H]1[C@@H](CCCC1)NC (trans-N,N′-dimethyl-cyclohexane-1,2-diamine), IC=1C=CC=2N(C1)C(=C(N2)C2C(C2)C(=O)OCC)C (ethyl 2-(6-iodo-3-methylimidazo[1,2-a]pyridin-2-yl)cyclopropanecarboxylate), ClC1=CC=C(COC2=CC(NC=C2)=O)C=C1 (4-((4-chlorobenzyl)oxy)pyridin-2(1H)-one), C([O-])([O-])=O.[K+].[K+] (potassium carbonate). Reagents/catalysts: [Cu]I (CuI). Solvent: O1CCOCC1 (dioxane). Run at temperature 110 celsius. Yields the product ClC1=CC=C(COC2=CC(N(C=C2)C=2C=CC=3N(C2)C(=C(N3)C3C(C3)C(=O)OCC)C)=O)C=C1 (Ethyl 2-(6-(4-((4-chlorobenzyl)oxy)-2-oxopyridin-1(2H)-yl)-3-methylimidazo[1,2-a]pyridin-2-yl)cyclopropanecarboxylate). The yield is 88.1%. Reaction SMILES: I[C:2]1[CH:3]=[CH:4][C:5]2[N:6]([C:8]([CH3:19])=[C:9]([CH:11]3[CH2:13][CH:12]3[C:14]([O:16][CH2:17][CH3:18])=[O:15])[N:10]=2)[CH:7]=1.[Cl:20][C:21]1[CH:35]=[CH:34][C:24]([CH2:25][O:26][C:27]2[CH:32]=[CH:31][NH:30][C:29](=[O:33])[CH:28]=2)=[CH:23][CH:22]=1.C(=O)([O-])[O-].[K+].[K+].CN[C@@H]1CCCC[C@H]1NC>[Cu]I.O1CCOCC1>[Cl:20][C:21]1[CH:35]=[CH:34][C:24]([CH2:25][O:26][C:27]2[CH:32]=[CH:31][N:30]([C:2]3[CH:3]=[CH:4][C:5]4[N:6]([C:8]([CH3:19])=[C:9]([CH:11]5[CH2:13][CH:12]5[C:14]([O:16][CH2:17][CH3:18])=[O:15])[N:10]=4)[CH:7]=3)[C:29](=[O:33])[CH:28]=2)=[CH:23][CH:22]=1 |f:2.3.4|. Procedure: To a mixture of ethyl 2-(6-iodo-3-methylimidazo[1,2-a]pyridin-2-yl)cyclopropanecarboxylate (280 mg), 4-((4-chlorobenzyl)oxy)pyridin-2(1H)-one (140 mg), potassium carbonate (243 mg) and dioxane (2 ml) were added CuI (57 mg) and trans-N,N′-dimethyl-cyclohexane-1,2-diamine (43 mg), and the mixture was heated at 110° C. for 12 h. The reaction mixture was then cooled to room temperature and concentrated in vacuo. The resulting residue was diluted with DCM, washed with brine, dried over Na2SO4, concen... Reactants: C[C@@H](CC#C)O ((S)-pent-4-yn-2-ol), FC=1C(=C2/C(/C(NC2=CC1)=O)=C/C=1NC=CC1OC)I ((Z)-1,3-dihydro-5-fluoro-4-iodo-3-[(3-methoxy-1H-pyrrol-2-yl)methylene]-2H-indol-2-one), FC=1C(=C2/C(/C(NC2=CC1)=O)=C/C=1NC=CC1OC)I ((Z)-1,3-dihydro-5-fluoro-4-iodo-3-[(3-methoxy-1H-pyrrol-2-yl)methylene]-2H-indol-2-one). Reagents/catalysts: C=1C=CC(=CC1)[P](C=2C=CC=CC2)(C=3C=CC=CC3)[Pd]([P](C=4C=CC=CC4)(C=5C=CC=CC5)C=6C=CC=CC6)([P](C=7C=CC=CC7)(C=8C=CC=CC8)C=9C=CC=CC9)[P](C=1C=CC=CC1)(C=1C=CC=CC1)C=1C=CC=CC1 ((Ph3P)4Pd). Solvent: CN(C)C=O (DMF), CCN(CC)CC (Et3N), CCOC(=O)C (EtOAc). The product is FC=1C(=C2/C(/C(NC2=CC1)=O)=C/C=1NC=CC1OC)C#CC[C@H](C)O ((S)-(Z)-1,3-Dihydro-5-fluoro-4-(4-hydroxy-1-pentynyl)-3-[(3-methoxy-1H-pyrrol-2-yl)methylene]-2H-indol-2-one). RXN SMILES: [CH3:1][C@H:2]([OH:6])[CH2:3][C:4]#[CH:5].[F:7][C:8]1[C:9](I)=[C:10]2[C:14](=[CH:15][CH:16]=1)[NH:13][C:12](=[O:17])/[C:11]/2=[CH:18]\[C:19]1[NH:20][CH:21]=[CH:22][C:23]=1[O:24][CH3:25]>CN(C=O)C.CCN(CC)CC.CCOC(C)=O.C1C=CC([P]([Pd]([P](C2C=CC=CC=2)(C2C=CC=CC=2)C2C=CC=CC=2)([P](C2C=CC=CC=2)(C2C=CC=CC=2)C2C=CC=CC=2)[P](C2C=CC=CC=2)(C2C=CC=CC=2)C2C=CC=CC=2)(C2C=CC=CC=2)C2C=CC=CC=2)=CC=1>[F:7][C:8]1[C:9]([C:5]#[C:4][CH2:3][C@@H:2]([OH:6])[CH3:1])=[C:10]2[C:14](=[CH:15][CH:16]=1)[NH:13][C:12](=[O:17])/[C:11]/2=[CH:18]\[C:19]1[NH:20][CH:21]=[CH:22][C:23]=1[O:24][CH3:25] |^1:48,50,69,88|. Procedure details: Using Method C above, (S)-pent-4-yn-2-ol (44 mg, 0.52 mmol) (see below) was coupled with (Z)-1,3-dihydro-5-fluoro-4-iodo-3-[(3-methoxy-1H-pyrrol-2-yl)methylene]-2H-indol-2-one (50 mg, 0.13 mmol) (Starting Material 6) using (Ph3P)4Pd (15 mg, 0.01 mmol) and Cul (2 mg) in a mixture of DMF (5 mL) and Et3N (5 mL) as a solvent at 80° C. for 7 hrs. Upon completion, the reaction mixture was diluted with EtOAc and extracted with H2O. The organic layer was dried over Na2SO4 and concentrated. (S)-(Z)-1,3-D... Reactants: [BH4-], C1CCOC1, COc1ccccc1-c1nc2c(C)cccc2cc1C=O, [Na+]. Product: COc1ccccc1-c1nc2c(C)cccc2cc1CO. RXN SMILES: [BH4-:22].[CH2:24]1[O:25][CH2:26][CH2:27][CH2:28]1.[CH3:1][O:2][c:3]1[c:4](-[c:9]2[n:10][c:11]3[c:12]([CH3:21])[cH:13][cH:14][cH:15][c:16]3[cH:17][c:18]2[CH:19]=[O:20])[cH:5][cH:6][cH:7][cH:8]1.[Na+:23]>>[CH3:1][O:2][c:3]1[c:4](-[c:9]2[n:10][c:11]3[c:12]([CH3:21])[cH:13][cH:14][cH:15][c:16]3[cH:17][c:18]2[CH2:19][OH:20])[cH:5][cH:6][cH:7][cH:8]1. Reactants: CNC(=S)C=1C=C(C(=O)OC)C=C(C1)C1=NC=C(C=C1)C (methyl 3-[(methylamino)carbonothioyl]-5-(5-methylpyridin-2-yl)benzoate), C(=O)NN (formic hydrazide), C1CCOC1 (THF). The reagents and catalysts are C(C)(=O)[O-].[Hg+] (mercury acetate). Conditions: temperature 40 celsius, time 16 hour. The product is CC=1C=CC(=NC1)C=1C=C(C(=O)OC)C=C(C1)C1=NN=CN1C (Methyl 3-(5-methylpyridin-2-yl)-5-(4-methyl-4H-1,2,4-triazol-3-yl)benzoate). As a reaction SMILES: [CH3:1][NH:2][C:3]([C:5]1[CH:6]=[C:7]([CH:12]=[C:13]([C:15]2[CH:20]=[CH:19][C:18]([CH3:21])=[CH:17][N:16]=2)[CH:14]=1)[C:8]([O:10][CH3:11])=[O:9])=S.C([NH:24][NH2:25])=O.[CH2:26]1COCC1>C([O-])(=O)C.[Hg+]>[CH3:21][C:18]1[CH:19]=[CH:20][C:15]([C:13]2[CH:12]=[C:7]([CH:6]=[C:5]([C:3]3[N:2]([CH3:26])[CH:1]=[N:25][N:24]=3)[CH:14]=2)[C:8]([O:10][CH3:11])=[O:9])=[N:16][CH:17]=1 |f:3.4|. Procedure: To a solution of methyl 3-[(methylamino)carbonothioyl]-5-(5-methylpyridin-2-yl)benzoate (0.90 g, 3.00 mmol) in THF (30 mL) was added formic hydrazide (0.54 g, 8.99 mmol) and mercury acetate (1.72 g, 5.39 mmol) and the mixture heated to 40° C. After 16 h, the reaction was cooled to ambient temperature, filtered and concentrated. The organic residue was dissolved in 100 ml of dichloromethane and washed with 50 mL of saturated aqueous sodium bicarbonate (2×). The combined organic extracts were drie... Starting materials: [Cl-].[Na+] (sodium chloride), OCCCOCC=CC1=CC=CC=C1 (3-hydroxypropoxy methylstyrene), dry ice ethanol, P(Br)(Br)Br (phosphorus tribromide). Solvent: N1=CC=CC=C1 (pyridine). Run at time 15 hour. The product is BrCCCOCC=CC1=CC=CC=C1 (3-bromopropoxymethylstyrene). As a reaction SMILES: O[CH2:2][CH2:3][CH2:4][O:5][CH2:6][CH:7]=[CH:8][C:9]1[CH:14]=[CH:13][CH:12]=[CH:11][CH:10]=1.P(Br)(Br)[Br:16].[Cl-].[Na+]>N1C=CC=CC=1>[Br:16][CH2:2][CH2:3][CH2:4][O:5][CH2:6][CH:7]=[CH:8][C:9]1[CH:14]=[CH:13][CH:12]=[CH:11][CH:10]=1 |f:2.3|. Reported procedure: 192 g (1.2 mol) of the obtained 3-hydroxypropoxy methylstyrene and 55 ml of dehydrated and purified pyridine were charged into a 300 ml four-necked flask, and 108 g (0.4 mol) of phosphorus tribromide was dropwise added thereto while maintaining the mixture at -10° C. with dry ice ethanol. After completion of the dropwise addition, the mixture was stirred at room temperature for 15 hours. The reaction mixture was poured into 250 ml of an aqueous sodium chloride solution (20 wt %) and extracted wi... The reactants are C(C1=CC=CC=C1)N1CCN(CC1)C=1C(N(C(N(C1)C)=O)C)=O (5-(4-benzyl-piperazin-1-yl)-1,3-dimethyl-1H-pyrimidine-2,4-dione), C(=O)O (formic acid). Reagents/catalysts: [Pd] (palladium). Run in C(C)(=O)O (acetic acid). Reaction conditions: temperature 100 celsius. Yields the product CN1C(N(C(C(=C1)N1CCNCC1)=O)C)=O (1,3-dimethyl-5-piperazin-1-yl-1H-pyrimidine-2,4-dione), solid. Yield: 56.0%. RXN SMILES: C([N:8]1[CH2:13][CH2:12][N:11]([C:14]2[C:15](=[O:23])[N:16]([CH3:22])[C:17](=[O:21])[N:18]([CH3:20])[CH:19]=2)[CH2:10][CH2:9]1)C1C=CC=CC=1.C(O)=O>C(O)(=O)C.[Pd]>[CH3:20][N:18]1[CH:19]=[C:14]([N:11]2[CH2:12][CH2:13][NH:8][CH2:9][CH2:10]2)[C:15](=[O:23])[N:16]([CH3:22])[C:17]1=[O:21]. Reported procedure: 2.6 g (8.26 mmol) of compound 13a are placed in the presence of 1.3 g of palladium and of 130 mL of formic acid in 300 mL of acetic acid at room temperature for 4 h. The mixture is heated to 100° C.° for 2 h 30 min. After neutralization with a 10% soda solution, the reaction medium is extracted with CHCl3. The organic phase is washed with water and then with a saturated NaCl solution. After drying on MgSO4, the organic phase is concentrated. The obtained residue is purified by flash chromatograp... Reactants: O (water), C(CCC)[Li] (butyllithium), [Cl-].ClC[P+](C1=CC=CC=C1)(C1=CC=CC=C1)C1=CC=CC=C1 (chloromethyltriphenylphosphonium chloride), ClC1=CC=C(C=C1)[C@@H]1[C@@H]([C@H]2CC[C@@H](C1)N2C)C=O (3β-(4-chlorophenyl)-2β-formyltropane). Solvent: CCOCC (ether). Run at temperature 0 celsius, time 30 minute. Product: ClC1=CC=C(C=C1)[C@@H]1[C@@H]([C@H]2CC[C@@H](C1)N2C)\C=C\Cl (3β-(4-Chlorophenyl)-2β-[(E)-2-chlorovinyl]tropane). The yield is 20.5%. As a reaction SMILES: C([Li])CCC.[Cl-].[Cl:7][CH2:8][P+](C1C=CC=CC=1)(C1C=CC=CC=1)C1C=CC=CC=1.[Cl:28][C:29]1[CH:34]=[CH:33][C:32]([C@H:35]2[CH2:41][C@H:40]3[N:42]([CH3:43])[C@H:37]([CH2:38][CH2:39]3)[C@H:36]2[CH:44]=O)=[CH:31][CH:30]=1.O>CCOCC>[Cl:28][C:29]1[CH:34]=[CH:33][C:32]([C@H:35]2[CH2:41][C@H:40]3[N:42]([CH3:43])[C@H:37]([CH2:38][CH2:39]3)[C@H:36]2/[CH:44]=[CH:8]/[Cl:7])=[CH:31][CH:30]=1 |f:1.2|. Procedure: A solution of butyllithium (0.32 mL, 2.5M in hexane, 0.68 mmol) was added to a stirred solution of chloromethyltriphenylphosphonium chloride (237 mg, 0.68 mmol) in dry EtzO (5 mL) at room temperature under N2 atmosphere. The resulting orange mixture was stirred for 30 min at that temperature, and then crude 3β-(4-chlorophenyl)-2β-formyltropane (60 mg, 0.23 mmol) in dry ether (4 mL) was added dropwise. The mixture was stirred at room temperature for 2 hr, cooled at 0° C., mixed with water (2 mL),...